describe an organic reaction: reactants, conditions, products, and yield From a dataset of the Open Reaction Database (ORD), a public repository of structured organic reaction records. Reactants: ClC1=NC(=CC=C1C=CC(=O)O)C(F)(F)F (3-(2-chloro-6-trifluoromethyl-pyridin-3-yl)-acrylic acid), C(CCC)O (1-butanol), [H-].[Na+] (NaH). Solvent: CCOC(=O)C (EtOAc), O (water), CN(C)C=O (DMF). Conditions: time 12 hour. Product: C(CCC)OC1=NC(=CC=C1C=CC(=O)O)C(F)(F)F (3-(2-butoxy-6-trifluoromethyl-pyridin-3-yl)-acrylic acid). Isolated yield 46.0%. As a reaction SMILES: Cl[C:2]1[C:7]([CH:8]=[CH:9][C:10]([OH:12])=[O:11])=[CH:6][CH:5]=[C:4]([C:13]([F:16])([F:15])[F:14])[N:3]=1.[CH2:17]([OH:21])[CH2:18][CH2:19][CH3:20].[H-].[Na+]>CN(C=O)C.CCOC(C)=O.O>[CH2:17]([O:21][C:2]1[C:7]([CH:8]=[CH:9][C:10]([OH:12])=[O:11])=[CH:6][CH:5]=[C:4]([C:13]([F:16])([F:15])[F:14])[N:3]=1)[CH2:18][CH2:19][CH3:20] |f:2.3|. Procedure: To a suspension of 3-(2-chloro-6-trifluoromethyl-pyridin-3-yl)-acrylic acid (40 mg, 0.158 mmol) and 1-butanol (0.029 ml, 0.316 mmol) in DMF (2 mL) was added NaH (19 mg, 0.47 mmol) at 0° C. The mixture was stirred for 12 hours at room temperature. The residue was diluted with EtOAc and water. The organic layer was washed with 1N HCl, saturated sodium bicarbonate and brine, dried over anhydrous magnesium sulfate, filtered and concentrated under reduced pressure. The crude residue was column-chroma... Run in O1CCCC1 (THF), O1CCCC1 (tetrahydrofuran). Reported procedure: A solution of 24.7 parts of 2-methyl-3-(4-bromophenyl)-propyl chloride in 20 parts of tetrahydrofuran (THF) were added dropwise to 2.4 parts of magnesium in 25 parts of THF. The reaction was maintained at from 50° to 52° C., and the mixture was then refluxed for a further 30 minutes. 16.5 parts of triethylchlorosilane were added dropwise at room temperature and the mixture was then refluxed again for 6 hours, cooled and filtered. The solution was concentrated and the residue was distilled to giv... Reactants: 24.7, CC(CCl)CC1=CC=C(C=C1)Br (2-methyl-3-(4-bromophenyl)-propyl chloride), [Mg] (magnesium), C(C)[Si](Cl)(CC)CC (triethylchlorosilane). Product: CC(CCl)CC1=CC=C(C=C1)[Si](CC)(CC)CC (2-methyl-3-(4-triethylsilylphenyl)-propyl chloride). As a reaction SMILES: [CH3:1][CH:2]([CH2:5][C:6]1[CH:11]=[CH:10][C:9](Br)=[CH:8][CH:7]=1)[CH2:3][Cl:4].[Mg].[CH2:14]([Si:16]([CH2:20][CH3:21])([CH2:18][CH3:19])Cl)[CH3:15]>O1CCCC1>[CH3:1][CH:2]([CH2:5][C:6]1[CH:11]=[CH:10][C:9]([Si:16]([CH2:20][CH3:21])([CH2:18][CH3:19])[CH2:14][CH3:15])=[CH:8][CH:7]=1)[CH2:3][Cl:4]. Starting materials: ClC1=C(C=C2C(C(=CN(C2=C1C#N)C1CC1)C(=O)O)=O)F (7-Chloro-8-cyano-1-cyclopropyl-6-fluoro-1,4-dihydro-4-oxo-3-quinolinecarboxylic acid), CN1CCNCC1 (N-methylpiperazine). Solvent: O1CCOCC1 (dioxane). Product: C(#N)C=1C(=C(C=C2C(C(=CN(C12)C1CC1)C(=O)O)=O)F)N1CCN(CC1)C (8-Cyano-1-cyclopropyl-6-fluoro-1,4-dihydro-7(4-methyl-1-piperazinyl)-4-oxo-3-quinolinecarboxylic acid). RXN SMILES: Cl[C:2]1[C:11]([C:12]#[N:13])=[C:10]2[C:5]([C:6](=[O:20])[C:7]([C:17]([OH:19])=[O:18])=[CH:8][N:9]2[CH:14]2[CH2:16][CH2:15]2)=[CH:4][C:3]=1[F:21].[CH3:22][N:23]1[CH2:28][CH2:27][NH:26][CH2:25][CH2:24]1>O1CCOCC1>[C:12]([C:11]1[C:2]([N:26]2[CH2:27][CH2:28][N:23]([CH3:22])[CH2:24][CH2:25]2)=[C:3]([F:21])[CH:4]=[C:5]2[C:10]=1[N:9]([CH:14]1[CH2:16][CH2:15]1)[CH:8]=[C:7]([C:17]([OH:19])=[O:18])[C:6]2=[O:20])#[N:13]. Procedure details: 0.5 g of the product from Example 1 and 0.48 g of N-methylpiperazine are boiled in 8 ml of dioxane for 3 hours. The mixture is then concentrated in vacuo, water is added to the residue and the solution formed is rendered neutral. The solid which has precipitated out is isolated, washed and dried.